Dataset: the Open Reaction Database (ORD), a public repository of structured organic reaction records. Task: describe an organic reaction: reactants, conditions, products, and yield Starting materials: OC(C)(C)C1=CC(=NN1)C(=O)O (5-(2-hydroxypropan-2-yl)-1H-pyrazole-3-carboxylic acid), N[C@H](CN1N=C(C=C1)C1=CC(=C(C#N)C=C1)Cl)C ((S)-4-(1-(2-amino-propyl)-1H-pyrazol-3-yl)-2-chlorobenzonitrile), CN(C)C=O (DMF). Run in O (Water). The product is ClC=1C=C(C=CC1C#N)C1=NN(C=C1)C[C@H](C)NC(=O)C1=NNC(=C1)C(C)(C)O ((S)—N-(1-(3-(3-Chloro-4-cyanophenyl)-1H-pyrazol-1-yl)propan-2-yl)-5-(2-hydroxypropan-2-yl)-1H-pyrazole-3-carboxamide). Isolated yield 20.0%. RXN SMILES: [OH:1][C:2]([C:5]1[NH:9][N:8]=[C:7]([C:10]([OH:12])=O)[CH:6]=1)([CH3:4])[CH3:3].[NH2:13][C@@H:14]([CH3:30])[CH2:15][N:16]1[CH:20]=[CH:19][C:18]([C:21]2[CH:28]=[CH:27][C:24]([C:25]#[N:26])=[C:23]([Cl:29])[CH:22]=2)=[N:17]1.CN(C=O)C>O>[Cl:29][C:23]1[CH:22]=[C:21]([C:18]2[CH:19]=[CH:20][N:16]([CH2:15][C@@H:14]([NH:13][C:10]([C:7]3[CH:6]=[C:5]([C:2]([OH:1])([CH3:3])[CH3:4])[NH:9][N:8]=3)=[O:12])[CH3:30])[N:17]=2)[CH:28]=[CH:27][C:24]=1[C:25]#[N:26]. Reported procedure: The title compound was prepared using the procedure described in Example 3(h) starting from 5-(2-hydroxypropan-2-yl)-1H-pyrazole-3-carboxylic acid (0.646 mmol, 110 mg) and (S)-4-(1-(2-amino-propyl)-1H-pyrazol-3-yl)-2-chlorobenzonitrile (0.539 mmol, 140 mg) using DMF (2 ml) as the solvent. Water was added and the mixture was extracted three times with DCM. The combined organics were washed twice with water. The separated organic phase was evaporated and the residue was purified by flash chromatog... Starting materials: BrCCCCOC(C)C (1-bromo-4-isopropoxybutane), C(C1=CC=2OCOC2C=C1)SCCO (2-piperonylthioethanol), [H-].[Na+] (sodium hydride), CCCCCC (hexane). The solvent is COCCOC (1,2-dimethoxy ethane), COCCOC (1,2-dimethoxy ethane), CCOCC (ether). Reaction conditions: time 3 hour. The product is C(C)(C)OCCCCOCCSCC1=CC=2OCOC2C=C1 ([2-(4-Isopropoxy-butyloxy)-ethyl]-piperonyl-thioether). As a reaction SMILES: [CH2:1]([S:11][CH2:12][CH2:13][OH:14])[C:2]1[CH:10]=[CH:9][C:8]2[O:7][CH2:6][O:5][C:4]=2[CH:3]=1.[H-].[Na+].CCCCCC.Br[CH2:24][CH2:25][CH2:26][CH2:27][O:28][CH:29]([CH3:31])[CH3:30]>COCCOC.CCOCC>[CH:29]([O:28][CH2:27][CH2:26][CH2:25][CH2:24][O:14][CH2:13][CH2:12][S:11][CH2:1][C:2]1[CH:10]=[CH:9][C:8]2[O:7][CH2:6][O:5][C:4]=2[CH:3]=1)([CH3:31])[CH3:30] |f:1.2|. Procedure: 2.12 g (0.01 mol) of 2-piperonylthioethanol are added at room temperature over the course of 10 minutes, to a suspension of 0.48 g (0.01 mol) of 50% sodium hydride dispersion, which had been freed from the mineral oil with hexane, in 40 cc of 1,2-dimethoxy ethane. The mixture is stirred at 50° for 3 hours and a solution of 1.95 g (0.01 mol) of 1-bromo-4-isopropoxybutane in 30 cc of 1,2-dimethoxy ethane is subsequently added. The mixture is stirred at 60° over the course of 48 hours. After coolin... Starting materials: COC(C(=O)OC)C1=C(C=CC=C1)O/N=C(/C1=CC=C(C=C1)Cl)\C (methyl (E)-α-methoxy-2-(α-methyl-4-chlorobenzylideneaminooxy)phenylacetate), CN (monomethylamine). Run in CO (methanol). The product is COC(C(=O)NC)C1=C(C=CC=C1)O/N=C(/C1=CC=C(C=C1)Cl)\C ((E)-α-methoxy-N-methyl-2-(α-methyl-4-chlorobenzylideneaminooxy)phenylacetamide). The yield is 86.0%. Reaction SMILES: [CH3:1][O:2][CH:3]([C:8]1[CH:13]=[CH:12][CH:11]=[CH:10][C:9]=1[O:14]/[N:15]=[C:16](\[CH3:24])/[C:17]1[CH:22]=[CH:21][C:20]([Cl:23])=[CH:19][CH:18]=1)[C:4](OC)=[O:5].[CH3:25][NH2:26]>CO>[CH3:1][O:2][CH:3]([C:8]1[CH:13]=[CH:12][CH:11]=[CH:10][C:9]=1[O:14]/[N:15]=[C:16](\[CH3:24])/[C:17]1[CH:22]=[CH:21][C:20]([Cl:23])=[CH:19][CH:18]=1)[C:4]([NH:26][CH3:25])=[O:5]. Procedure: A solution of methyl (E)-α-methoxy-2-(α-methyl-4-chlorobenzylideneaminooxy)phenylacetate (0.48 g, 1.3 mmol) and 40% monomethylamine--methanol solution (10 ml) was stirred in a sealed tube at 80° C. for 15 hours. The mixture was cooled to room temperature, and then the solvent was evaporated under reduced pressure. Water was added, the mixture was adjusted to pH 1 with 1N hydrochloric acid, extracted with methylene chloride and dried over anhydrous magnesium sulfate. The solvent was evaporated, a... Starting materials: O (Water), COC(C1=C(C=C(C=C1)C(F)(F)F)O)=O (2-hydroxy-4-trifluoromethyl-benzoic acid methyl ester), C([O-])([O-])=O.[K+].[K+] (potassium carbonate), ClC(C(=O)OC)(F)F (methyl chlorodifluoroacetate). The solvent is C(C)(=O)OCC (ethyl acetate), CN(C=O)C (N,N-dimethylformamide). Run at temperature 65 celsius. Product: COC(C1=C(C=C(C=C1)C(F)(F)F)OC(F)F)=O (2-Difluoromethoxy-4-trifluoromethyl-benzoic acid methyl ester). Isolated yield 73.2%. RXN SMILES: [CH3:1][O:2][C:3](=[O:15])[C:4]1[CH:9]=[CH:8][C:7]([C:10]([F:13])([F:12])[F:11])=[CH:6][C:5]=1[OH:14].C(=O)([O-])[O-].[K+].[K+].Cl[C:23]([F:29])([F:28])C(OC)=O.O>CN(C)C=O.C(OCC)(=O)C>[CH3:1][O:2][C:3](=[O:15])[C:4]1[CH:9]=[CH:8][C:7]([C:10]([F:13])([F:12])[F:11])=[CH:6][C:5]=1[O:14][CH:23]([F:29])[F:28] |f:1.2.3|. Reported procedure: To a solution of 500 mg (2.271 mmol) 2-hydroxy-4-trifluoromethyl-benzoic acid methyl ester (CAS: 345-28-8) in 5 ml N,N-dimethylformamide at room temperature, was added 470.8 mg (3.407 mmol) potassium carbonate, followed by dropwise addition of 293.4 ul (2.725 mmol) methyl chlorodifluoroacetate. The reaction mixture was heated at 65° C. oil bath for 22 hours. Water and ethyl acetate were added. The organic phase was washed 3 times with water. The organic phase was dried over sodium sulfate, filte... The reactants are FC=1C=C2C(CCOC2=CC1)C(=O)O (6-fluorochroman-4-carboxylic acid), C(C)N1N=CC(=C1)CNC1=CC=C(C=C1)C(C)C ([(1-ethylpyrazol-4-yl)methyl](4-isopropylphenyl)amine). Product: C(C)N1N=CC(=C1)CN(C(=O)C1CCOC2=CC=C(C=C12)F)C1=CC=C(C=C1)C(C)C (N-[(1-ethylpyrazol-4-yl)methyl]-6-fluoro-N-(4-isopropylphenyl)chroman-4-carboxamide). Isolated yield 67.4%. As a reaction SMILES: [F:1][C:2]1[CH:3]=[C:4]2[C:9](=[CH:10][CH:11]=1)[O:8][CH2:7][CH2:6][CH:5]2[C:12]([OH:14])=O.[CH2:15]([N:17]1[CH:21]=[C:20]([CH2:22][NH:23][C:24]2[CH:29]=[CH:28][C:27]([CH:30]([CH3:32])[CH3:31])=[CH:26][CH:25]=2)[CH:19]=[N:18]1)[CH3:16]>>[CH2:15]([N:17]1[CH:21]=[C:20]([CH2:22][N:23]([C:24]2[CH:25]=[CH:26][C:27]([CH:30]([CH3:31])[CH3:32])=[CH:28][CH:29]=2)[C:12]([CH:5]2[C:4]3[C:9](=[CH:10][CH:11]=[C:2]([F:1])[CH:3]=3)[O:8][CH2:7][CH2:6]2)=[O:14])[CH:19]=[N:18]1)[CH3:16]. Procedure details: By the reaction and treatment in the same manner as in Example 12 using 6-fluorochroman-4-carboxylic acid (0.29 g) and [(1-ethylpyrazol-4-yl)methyl](4-isopropylphenyl)amine (0.37 g) as starting materials, N-[(1-ethylpyrazol-4-yl)methyl]-6-fluoro-N-(4-isopropylphenyl)chroman-4-carboxamide (0.42 g) was obtained. Reaction SMILES: [CH3:1][C:2](=[O:3])[O:4][C:5](=[O:6])[CH3:7].[CH:24]([OH:25])=[O:26].[NH2:8][c:9]1[s:10][cH:11][c:12]([C:14]([C:15](=[O:16])[OH:17])=[N:18][O:19][CH2:20][CH2:21][CH2:22][CH3:23])[n:13]1>>[CH:2](=[O:3])[NH:8][c:9]1[s:10][cH:11][c:12]([C:14]([C:15](=[O:16])[OH:17])=[N:18][O:19][CH2:20][CH2:21][CH2:22][CH3:23])[n:13]1. Yields the product CCCCON=C(C(=O)O)c1csc(NC=O)n1. The reactants are CC(=O)OC(C)=O, O=CO, CCCCON=C(C(=O)O)c1csc(N)n1. The reagents and catalysts are [C-]#N.[Zn+2].[C-]#N (zinc cyanide), C=1C=CC(=CC1)[P](C=2C=CC=CC2)(C=3C=CC=CC3)[Pd]([P](C=4C=CC=CC4)(C=5C=CC=CC5)C=6C=CC=CC6)([P](C=7C=CC=CC7)(C=8C=CC=CC8)C=9C=CC=CC9)[P](C=1C=CC=CC1)(C=1C=CC=CC1)C=1C=CC=CC1 (tetrakis(triphenylphosphine)palladium). Reaction conditions: temperature 80 celsius. As a reaction SMILES: Br[C:2]1[CH:7]=[CH:6][C:5]([CH:8]2[O:12][CH2:11][CH2:10][O:9]2)=[CH:4][N:3]=1.[CH3:13][N:14](C=O)C>[C-]#N.[Zn+2].[C-]#N.C1C=CC([P]([Pd]([P](C2C=CC=CC=2)(C2C=CC=CC=2)C2C=CC=CC=2)([P](C2C=CC=CC=2)(C2C=CC=CC=2)C2C=CC=CC=2)[P](C2C=CC=CC=2)(C2C=CC=CC=2)C2C=CC=CC=2)(C2C=CC=CC=2)C2C=CC=CC=2)=CC=1>[C:13]([C:2]1[CH:7]=[CH:6][C:5]([CH:8]2[O:12][CH2:11][CH2:10][O:9]2)=[CH:4][N:3]=1)#[N:14] |f:2.3.4,^1:26,28,47,66|. Isolated yield 74.0%. Product: C(#N)C1=NC=C(C=C1)C1OCCO1 (2-cyano-5-(1,3-dioxolan-2-yl)pyridine). Procedure: 2-Bromo-5-(1,3-dioxolan-2-yl)pyridine (895 mg, 3.89 mmol), zinc cyanide (1.14 g, 5.83 mmol) and tetrakis(triphenylphosphine)palladium (899 mg, 0.778 mmol) were dissolved in N,N-dimethylformaldehyde (30 ml) and the mixture was heated to reflux at 80° C. under a nitrogen atmosphere for 12 hours. The reaction mixture was concentrated, water was added thereto, and extraction with ethyl acetate was performed, followed by washing with brine and drying over anhydrous sodium sulfate. The solvent was eva... Starting materials: BrC1=NC=C(C=C1)C1OCCO1 (2-Bromo-5-(1,3-dioxolan-2-yl)pyridine), CN(C)C=O (N,N-dimethylformaldehyde). Isolated yield 87.0%. Reactants: N1(N=NC2=C1C=CC=C2)OC=2C=1N=CN([C@H]3C[C@H](O[Si](C)(C)C(C)(C)C)[C@@H](CO[Si](C)(C)C(C)(C)C)O3)C1N=CN2 (O6-(Benzotriazol-1-yl)-3′,5′-bis-O-(tert-butyldimethylsilyl)-2′-deoxyinosine), C(=O)([O-])[O-].[Cs+].[Cs+] (Cs2CO3), OC1=CC=2CC3=CC=CC=C3C2C=C1 (2-hydroxyfluorene), [Si](C)(C)(C(C)(C)C)O[C@H]1C[C@@H](O[C@@H]1CO[Si](C)(C)C(C)(C)C)N1C=NC=2C(OC3=CC=C(C=C3)[N+](=O)[O-])=NC=NC12 (3′,5′-bis-O-(tert-butyldimethylsilyl)-O6-(4-nitrophenyl)-2′-deoxyinosine). Solvent: COCCOC (DME). RXN SMILES: [Si:1]([O:8][C@@H:9]1[C@@H:13]([CH2:14][O:15][Si:16]([C:19]([CH3:22])([CH3:21])[CH3:20])([CH3:18])[CH3:17])[O:12][C@@H:11]([N:23]2[C:41]3[N:40]=[CH:39][N:38]=[C:27]([O:28][C:29]4[CH:34]=[CH:33][C:32]([N+]([O-])=O)=[CH:31][CH:30]=4)[C:26]=3[N:25]=[CH:24]2)[CH2:10]1)([C:4]([CH3:7])([CH3:6])[CH3:5])([CH3:3])[CH3:2].N1(OC2C3N=CN(C=3N=CN=2)[C@@H]2O[C@H](CO[Si](C(C)(C)C)(C)C)[C@@H](O[Si](C(C)(C)C)(C)C)C2)C2C=CC=CC=2N=N1.C([O-])([O-])=O.[Cs+].[Cs+].O[C:90]1[CH:102]=[CH:101][C:100]2C3C(=CC=CC=3)[CH2:93][C:92]=2[CH:91]=1>COCCOC>[Si:16]([O:15][C@@H:14]1[C@@H:13]([CH2:9][O:8][Si:1]([C:4]([CH3:6])([CH3:7])[CH3:5])([CH3:3])[CH3:2])[O:12][C@@H:11]([N:23]2[C:41]3[N:40]=[CH:39][N:38]=[C:27]([O:28][C:29]4[CH:34]=[CH:33][C:32]5[C:100]6[C:92](=[CH:91][CH:90]=[CH:102][CH:101]=6)[CH2:93][C:31]=5[CH:30]=4)[C:26]=3[N:25]=[CH:24]2)[CH2:10]1)([C:19]([CH3:22])([CH3:21])[CH3:20])([CH3:18])[CH3:17] |f:2.3.4|. The product is fluorenyl, [Si](C)(C)(C(C)(C)C)O[C@H]1C[C@@H](O[C@@H]1CO[Si](C)(C)C(C)(C)C)N1C=NC=2C(OC3=CC=4CC5=CC=CC=C5C4C=C3)=NC=NC12 (3′,5′-Bis-O-(tert-butyldimethylsilyl)-O6-(fluoren-2-yl)-2′-deoxyinosine). Reported procedure: As described for the synthesis of 3′,5′-bis-O-(tert-butyldimethylsilyl)-O6-(4-nitrophenyl)-2′-deoxyinosine, this fluorenyl derivative was prepared by a reaction between O6-(benzotriazol-1-yl)-3′,5′-bis-O-(tert-butyldimethylsilyl)-2′-deoxyinosine (26) (59.8 mg, 0.100 mmol), Cs2CO3 (65.2 mg, 0.200 mmol) and 2-hydroxyfluorene (20.0 mg, 0.110 mmol) in dry DME (1.0 mL) at 85° C. for 1 h. Chromatographic purification (SiO2, elution with 20% EtOAc in hexanes) afforded 56.0 mg (87% yield) of the title c... Reactants: CC(=O)[O-], O=C(CCl)c1ccc(F)cc1F, [Na+], CN(C)C=O. The product is CC(=O)OCC(=O)c1ccc(F)cc1F. RXN SMILES: [CH3:14][C:15]([O-:16])=[O:17].[Cl:1][CH2:2][C:3](=[O:4])[c:5]1[c:6]([F:12])[cH:7][c:8]([F:11])[cH:9][cH:10]1.[Na+:13].[O:18]=[CH:19][N:20]([CH3:21])[CH3:22]>>[CH2:2]([C:3](=[O:4])[c:5]1[c:6]([F:12])[cH:7][c:8]([F:11])[cH:9][cH:10]1)[O:17][C:15]([CH3:14])=[O:16]. Starting materials: O=C(Br)CBr, CCCCCCCCCCCC(O)CC(=O)OC. Yields the product CCCCCCCCCCCC(CC(=O)OC)OC(=O)CBr. Reaction SMILES: [Br:19][CH2:20][C:21](=[O:22])[Br:23].[OH:1][CH:2]([CH2:3][C:4](=[O:5])[O:6][CH3:7])[CH2:8][CH2:9][CH2:10][CH2:11][CH2:12][CH2:13][CH2:14][CH2:15][CH2:16][CH2:17][CH3:18]>>[O:1]([CH:2]([CH2:3][C:4](=[O:5])[O:6][CH3:7])[CH2:8][CH2:9][CH2:10][CH2:11][CH2:12][CH2:13][CH2:14][CH2:15][CH2:16][CH2:17][CH3:18])[C:21]([CH2:20][Br:19])=[O:22].